From a dataset of the Open Reaction Database (ORD), a public repository of structured organic reaction records. describe an organic reaction: reactants, conditions, products, and yield Starting materials: BrC=1C=C(C(=NC1)C)[N+](=O)[O-] (5-bromo-2-methyl-3-nitropyridine), N—N-dimethylformamide-dimethylacetal, CN(C)C=O (DMF). Yields the product BrC=1C=C(C(=NC1)/C=C/N(C)C)[N+](=O)[O-] ((E)-2-(5-bromo-3-nitropyridin-2-yl)-N,N-dimethylethenamine). Isolated yield 76.0%. RXN SMILES: [Br:1][C:2]1[CH:3]=[C:4]([N+:9]([O-:11])=[O:10])[C:5]([CH3:8])=[N:6][CH:7]=1.[CH3:12][N:13]([CH:15]=O)[CH3:14]>>[Br:1][C:2]1[CH:3]=[C:4]([N+:9]([O-:11])=[O:10])[C:5](/[CH:8]=[CH:12]/[N:13]([CH3:15])[CH3:14])=[N:6][CH:7]=1. Reported procedure: A solution of 5-bromo-2-methyl-3-nitropyridine (3.0 g, 13.8 mmol) and N—N-dimethylformamide-dimethylacetal (DMF-DMA) in 45 ml of DMF was heated at 90° C. for 4 hours, and cooled to room temperature. The solvent was evaporated and the residue dissolved in dichloromethane (DCM), which was washed with saturated NaHCO3 and brine, and chromatographed (EtOAc/Hexanes 1:10) to give a red solid, 2.86 g, in 76% yield. Reactants: ClC1=CC=C(N)C=C1 (4-chloroaniline), C(C=C)(=O)OCC (ethyl acrylate). The product is ClC1=CC=C(C=C1)NCCC(=O)OCC (ethyl N-(4-chlorophenyl)-3-aminopropionate). Reaction SMILES: [Cl:1][C:2]1[CH:8]=[CH:7][C:5]([NH2:6])=[CH:4][CH:3]=1.[C:9]([O:13][CH2:14][CH3:15])(=[O:12])[CH:10]=[CH2:11]>>[Cl:1][C:2]1[CH:8]=[CH:7][C:5]([NH:6][CH2:11][CH2:10][C:9]([O:13][CH2:14][CH3:15])=[O:12])=[CH:4][CH:3]=1. Procedure details: By a procedure similar to that of example 1.116.1, starting from 4-chloroaniline and ethyl acrylate, ethyl N-(4-chlorophenyl)-3-aminopropionate was obtained as light tan oil. The reactants are CN1CCOCC1 (NMM), Cl.COC(C1=CC=C(C=C1)C(CN)=O)=O (4-(2-Amino-acetyl)-benzoic acid methyl ester hydrochloride), C=1C=CC2=C(C1)N=NN2O (HOBt), CCN=C=NCCCN(C)C.Cl (WSC.HCl), C(=O)(OC(C)(C)C)N([C@@H](C)C(=O)O)C (Boc-N-methyl-(L)-alanine). The solvent is C(C)(=O)OCC (ethyl acetate), ClCCl (dichloromethane). Run at time 2 hour. The product is COC(C1=CC=C(C=C1)C(CNC([C@H](C)N(C)C(=O)OC(C)(C)C)=O)=O)=O (4-{2-[2-(S)-(tert-Butoxycarbonyl-methyl-amino)-propionylamino]-acetyl}-benzoic acid methyl ester). Isolated yield 73.8%. RXN SMILES: Cl.[CH3:2][O:3][C:4](=[O:15])[C:5]1[CH:10]=[CH:9][C:8]([C:11](=[O:14])[CH2:12][NH2:13])=[CH:7][CH:6]=1.CCN=C=NCCCN(C)C.Cl.[C:28]([N:35]([CH3:41])[C@H:36]([C:38](O)=[O:39])[CH3:37])([O:30][C:31]([CH3:34])([CH3:33])[CH3:32])=[O:29].C1C=CC2N(O)N=NC=2C=1.CN1CCOCC1>ClCCl.C(OCC)(=O)C>[CH3:2][O:3][C:4](=[O:15])[C:5]1[CH:6]=[CH:7][C:8]([C:11](=[O:14])[CH2:12][NH:13][C:38](=[O:39])[C@@H:36]([N:35]([C:28]([O:30][C:31]([CH3:34])([CH3:33])[CH3:32])=[O:29])[CH3:41])[CH3:37])=[CH:9][CH:10]=1 |f:0.1,2.3|. Reported procedure: 4-(2-Amino-acetyl)-benzoic acid methyl ester hydrochloride (2.22 mmol), WSC.HCl (2.44 mmol), Boc-N-methyl-(L)-alanine (2.44 mmol) and HOBt (2.77 mmol) were suspended in dichloromethane (10 ml). NMM (2.44 mmol) was added and the reaction stirred for 2 h. The reaction was diluted with ethyl acetate (50 ml) and washed with 10% citric acid (2×25 ml) and saturated sodium hydrogen carbonate (2×25 ml). The organic layer was dried (MgSO4) and the solvent removed in vacuo to give a brown oil residue. Pur...